From a dataset of the Open Reaction Database (ORD), a public repository of structured organic reaction records. describe an organic reaction: reactants, conditions, products, and yield Procedure details: Following the procedures of Example 15, 9.7 g. (0.05 mole) of dicyclohexyl ketone and 14.4 g. (0.1 mole) of cyclopropyl magnesium bromide in dry tetrahydrofuran were reacted and the resulting carbinol dissolved in glacial acetic acid was treated with hydrogen bromide to give 4,4-dicyclohexyl-3-butenyl bromide, b.p. 168°-171° C. (0.1 mm.). The reactants are C1(CCCCC1)C(=O)C1CCCCC1 (dicyclohexyl ketone), C1(CC1)[Mg]Br (cyclopropyl magnesium bromide), CO (carbinol), Br (hydrogen bromide). Reaction SMILES: [CH:1]1([C:7]([CH:9]2[CH2:14][CH2:13][CH2:12][CH2:11][CH2:10]2)=O)[CH2:6][CH2:5][CH2:4][CH2:3][CH2:2]1.[CH:15]1([Mg]Br)[CH2:17][CH2:16]1.CO.[BrH:22]>O1CCCC1.C(O)(=O)C>[CH:1]1([C:7]([CH:9]2[CH2:14][CH2:13][CH2:12][CH2:11][CH2:10]2)=[CH:16][CH2:15][CH2:17][Br:22])[CH2:6][CH2:5][CH2:4][CH2:3][CH2:2]1. Yields the product C1(CCCCC1)C(=CCCBr)C1CCCCC1 (4,4-dicyclohexyl-3-butenyl bromide). Solvent: O1CCCC1 (tetrahydrofuran), C(C)(=O)O (acetic acid). The reactants are ClC1=CC=C(C=C1)[C@H]1[C@@H](CN(C1)C=1N=NC(=CC1)Cl)C(=O)OC (methyl (3S,4R)-4-(4-chlorophenyl)-1-(6-chloropyridazin-3-yl)pyrrolidine-3-carboxylate), ClC1=CC=C(C=C1)[C@H]1[C@@H](CN(C1)C1=NNC(C=C1)=O)C(=O)OC (methyl (3S,4R)-4-(4-chlorophenyl)-1-(6-oxo-1,6-dihydropyridazin-3-yl)pyrrolidine-3-carboxylate). Product: ClC1=CC=C(C=C1)[C@H]1[C@@H](CN(C1)C1=NNC(C=C1)=O)C(=O)O ((3S,4R)-4-(4-chlorophenyl)-1-(6-oxo-1,6-dihydropyridazin-3-yl)pyrrolidine-3-carboxylic acid). Yield: 70.0%. RXN SMILES: ClC1C=CC([C@@H]2CN(C3N=NC(Cl)=CC=3)C[C@H]2C(OC)=O)=CC=1.[Cl:24][C:25]1[CH:30]=[CH:29][C:28]([C@@H:31]2[CH2:35][N:34]([C:36]3[CH:41]=[CH:40][C:39](=[O:42])[NH:38][N:37]=3)[CH2:33][C@H:32]2[C:43]([O:45]C)=[O:44])=[CH:27][CH:26]=1>>[Cl:24][C:25]1[CH:30]=[CH:29][C:28]([C@@H:31]2[CH2:35][N:34]([C:36]3[CH:41]=[CH:40][C:39](=[O:42])[NH:38][N:37]=3)[CH2:33][C@H:32]2[C:43]([OH:45])=[O:44])=[CH:27][CH:26]=1. Procedure: The title compound (0.51 g, 70%) was prepared from the product of Step A, methyl (3S,4R)-4-(4-chlorophenyl)-1-(6-oxo-1,6-dihydropyridazin-3-yl)pyrrolidine-3-carboxylate (0.76 g, 2.28 mmol) according to the same procedure as in Step C of Preparation 17. The product is OCC(C)NC(C1=CC(=C(C=C1)OC)\C=C\C1=CC=C(C=C1)OC(F)(F)F)=O (N-(2-hydroxy-1-methyl-ethyl)-4-methoxy-3-[(E)-2-(4-trifluoromethoxyphenyl)-vinyl]-benzamide). As a reaction SMILES: [CH3:1][O:2][C:3]1[CH:11]=[CH:10][C:6]([C:7]([OH:9])=O)=[CH:5][C:4]=1/[CH:12]=[CH:13]/[C:14]1[CH:19]=[CH:18][C:17]([O:20][C:21]([F:24])([F:23])[F:22])=[CH:16][CH:15]=1.[NH2:25][CH:26]([CH3:29])[CH2:27][OH:28]>>[OH:28][CH2:27][CH:26]([NH:25][C:7](=[O:9])[C:6]1[CH:10]=[CH:11][C:3]([O:2][CH3:1])=[C:4](/[CH:12]=[CH:13]/[C:14]2[CH:19]=[CH:18][C:17]([O:20][C:21]([F:23])([F:22])[F:24])=[CH:16][CH:15]=2)[CH:5]=1)[CH3:29]. Reported procedure: The captioned compound was synthesized from 4-methoxy-3-[(E)-2-(4-trifluoromethoxyphenyl)vinyl]benzoic acid obtained in step B of Example 2-2-1 and (±)-2-amino-1-propanol in accordance with the same procedure as in the methods described in step C of Example 1-2-3. Starting materials: COC1=C(C=C(C(=O)O)C=C1)\C=C\C1=CC=C(C=C1)OC(F)(F)F (4-methoxy-3-[(E)-2-(4-trifluoromethoxyphenyl)vinyl]benzoic acid), NC(CO)C ((±)-2-amino-1-propanol). Reactants: BrC1=NC(=CC(=C1)[N+](=O)[O-])S(=O)(=O)C1=CC=C(C=C1)[N+](=O)[O-] (2-bromo-4-nitro-6-(4-nitrobenzenesulphonyl)-pyridine), CN (methylamine). Run in O1CCOCC1 (dioxane), C(C)O (ethanol). Conditions: time 3 hour. Product: BrC1=NC(=CC(=C1)NC)S(=O)(=O)C1=CC=C(C=C1)[N+](=O)[O-] ([2-bromo-6-(4-nitrobenzenesulphonyl)-pyridin-4-yl]-methylamine). Yield: 68.0%. RXN SMILES: [Br:1][C:2]1[CH:7]=[C:6]([N+:8]([O-])=O)[CH:5]=[C:4]([S:11]([C:14]2[CH:19]=[CH:18][C:17]([N+:20]([O-:22])=[O:21])=[CH:16][CH:15]=2)(=[O:13])=[O:12])[N:3]=1.[CH3:23]N>O1CCOCC1.C(O)C>[Br:1][C:2]1[CH:7]=[C:6]([NH:8][CH3:23])[CH:5]=[C:4]([S:11]([C:14]2[CH:19]=[CH:18][C:17]([N+:20]([O-:22])=[O:21])=[CH:16][CH:15]=2)(=[O:13])=[O:12])[N:3]=1. Reported procedure: 0.10 g (0.00026 mol) of 2-bromo-4-nitro-6-(4-nitrobenzenesulphonyl)-pyridine was dissolved in 3.2 ml of dioxane and treated with 3.2 ml of 8M methylamine in ethanol. The mixture was stirred at room temperature for 3 hrs., the solvents were removed and the residue was chromatographed on silica gel with ethyl acetate/hexane 1:4. There was obtained 0.065 g (68%) of [2-bromo-6-(4-nitrobenzenesulphonyl)-pyridin-4-yl]-methylamine as pale yellow crystals; m.p.: 191-192° C. Starting materials: COc1cc(O)c(Cl)c2cc(-c3ccc(O)cc3)oc12, O=C1CCC(=O)N1Br. Product: COc1cc(O)c(Br)c2cc(-c3ccc(O)cc3)oc12. Reaction SMILES: [Cl:1][c:2]1[c:3]([OH:20])[cH:4][c:5]([O:18][CH3:19])[c:6]2[c:7]1[cH:8][c:9](-[c:11]1[cH:12][cH:13][c:14]([OH:17])[cH:15][cH:16]1)[o:10]2.[O:21]=[C:22]1[N:23]([Br:28])[C:24](=[O:25])[CH2:26][CH2:27]1>>[c:2]1([Br:28])[c:3]([OH:20])[cH:4][c:5]([O:18][CH3:19])[c:6]2[c:7]1[cH:8][c:9](-[c:11]1[cH:12][cH:13][c:14]([OH:17])[cH:15][cH:16]1)[o:10]2.